Task: describe an organic reaction: reactants, conditions, products, and yield. Dataset: the Open Reaction Database (ORD), a public repository of structured organic reaction records The reactants are FC1=C(C(=CC=C1)F)N1C(NCC2=C1N=C(N=C2C=2C=C(C(=O)NCC1=CC=CC=C1)C=CC2C)S(=O)(=O)C)=O (3-[8-(2,6-difluorophenyl)-2-(methylsulfonyl)-7-oxo-5,6,7,8-tetrahydropyrimido[4,5-d]pyrimidin-4-yl]-4-methyl-N-(phenylmethyl)benzamide), CN(CCN)C (N,N-dimethylethylenediamine). Run in CCOC(=O)C (EtOAc), C1CCOC1 (THF). Conditions: time 4 hour. The product is [NH4+].[OH-] (NH4OH), FC1=C(C(=CC=C1)F)N1C(NCC2=C1N=C(N=C2C=2C=C(C(=O)NCC1=CC=CC=C1)C=CC2C)NCCN(C)C)=O (3-(8-(2,6-Difluorophenyl)-2-{[2-(dimethylamino)ethyl]amino}-7-oxo-5,6,7,8-tetrahydropyrimido[4,5-d]pyrimidin-4-yl)-4-methyl-N-(phenylmethyl)benzamide). Reaction SMILES: [F:1][C:2]1[CH:7]=[CH:6][CH:5]=[C:4]([F:8])[C:3]=1[N:9]1[C:14]2[N:15]=[C:16](S(C)(=O)=O)[N:17]=[C:18]([C:19]3[CH:20]=[C:21]([CH:32]=[CH:33][C:34]=3[CH3:35])[C:22]([NH:24][CH2:25][C:26]3[CH:31]=[CH:30][CH:29]=[CH:28][CH:27]=3)=[O:23])[C:13]=2[CH2:12][NH:11][C:10]1=[O:40].[CH3:41][N:42]([CH3:46])[CH2:43][CH2:44][NH2:45]>C1COCC1.CCOC(C)=O>[NH4+:9].[OH-:23].[F:1][C:2]1[CH:7]=[CH:6][CH:5]=[C:4]([F:8])[C:3]=1[N:9]1[C:14]2[N:15]=[C:16]([NH:45][CH2:44][CH2:43][N:42]([CH3:46])[CH3:41])[N:17]=[C:18]([C:19]3[CH:20]=[C:21]([CH:32]=[CH:33][C:34]=3[CH3:35])[C:22]([NH:24][CH2:25][C:26]3[CH:31]=[CH:30][CH:29]=[CH:28][CH:27]=3)=[O:23])[C:13]=2[CH2:12][NH:11][C:10]1=[O:40] |f:4.5|. Reported procedure: The compound 3-[8-(2,6-difluorophenyl)-2-(methylsulfonyl)-7-oxo-5,6,7,8-tetrahydropyrimido[4,5-d]pyrimidin-4-yl]-4-methyl-N-(phenylmethyl)benzamide, (0.050 g, 0.089 mmol) was dissolved in THF (5 mL) and N,N-dimethylethylenediamine (0.2 g, 2.2 mmol) was added. The mixture was stirred under argon at room temperature for 4 h. The solvents were pumped off in vacuo. The residue was taken up in EtOAc washed with 1M NaOH (2×), brine (1×), dried over anhydrous Na2SO4, filtered and evaporated. The residu... The reactants are BrC1=CC=C(C=C1)[C@@H]1CN2[C@@H](C3=CC=C(C=C13)OCCCN1CCCCC1)CCC2=O (Trans-6-(4-Bromo-phenyl)-8-(3-piperidin-1-yl-propoxy)-1,5,6,10b-tetrahydro-2H-pyrrolo[2,1-a]isoquinolin-3-one), C1(=CC=CC=C1)[C@@H]1CN2[C@@H](C3=CC=C(C=C13)OCCCN1CCCCC1)CCC2=O (trans-6-phenyl-8-(3-piperidin-1-yl-propoxy)-1,5,6,10b-tetrahydro-2H-pyrrolo[2,1-a]isoquinolin-3-one), mixture. Yields the product BrC1=CC=C(C=C1)[C@@H]1CN2[C@@H](C3=CC=C(C=C13)OCCCN1CCCCC1)CCC2 (Trans-6-(4-Bromo-phenyl)-8-(3-piperidin-1-yl-propoxy)-1,2,3,5,6,10b-hexahydro-pyrrolo[2,1-a]isoquinoline). As a reaction SMILES: [Br:1][C:2]1[CH:7]=[CH:6][C:5]([C@H:8]2[C:17]3[C:12](=[CH:13][CH:14]=[C:15]([O:18][CH2:19][CH2:20][CH2:21][N:22]4[CH2:27][CH2:26][CH2:25][CH2:24][CH2:23]4)[CH:16]=3)[C@H:11]3[CH2:28][CH2:29][C:30](=O)[N:10]3[CH2:9]2)=[CH:4][CH:3]=1.C1([C@H]2C3C(=CC=C(OCCCN4CCCCC4)C=3)[C@H]3CCC(=O)N3C2)C=CC=CC=1>>[Br:1][C:2]1[CH:3]=[CH:4][C:5]([C@H:8]2[C:17]3[C:12](=[CH:13][CH:14]=[C:15]([O:18][CH2:19][CH2:20][CH2:21][N:22]4[CH2:27][CH2:26][CH2:25][CH2:24][CH2:23]4)[CH:16]=3)[C@H:11]3[CH2:28][CH2:29][CH2:30][N:10]3[CH2:9]2)=[CH:6][CH:7]=1. Procedure details: A mixture of 1-[2-(4-bromo-phenyl)-2-(3-methoxy-phenyl)-ethyl]-5-ethoxy-pyrrolidin-2-one (472.2 mg, 1.13 mmol) and MSA (2 N in ethanol, 10 mL) was stirred for 2 h at rt. The mixture was diluted with EtOAc, washed with satd. aq. NaHCO3 and brine, dried (MgSO4), and concentrated to give a colorless oil. Chromatographic purification (EtOAc/hexanes) yielded 325.4 mg (78%) of the desired product as a mixture of cis and trans diastereomers. The diastereomers were separated by normal-phase HPLC. Trans-...